From a dataset of the Open Reaction Database (ORD), a public repository of structured organic reaction records. describe an organic reaction: reactants, conditions, products, and yield The solvent is C(C)O (ethanol). Reported procedure: A solution of 2.36 g of ethyl 4-chloroquinoline-3-carboxylate and 1.46 g of 2-hydrazinopyrimidine in 80 ml of ethanol is refluxed for 2 hours and 30 minutes. The resulting slurry is cooled down to 5°, then filtered and the resulting product is taken up in 20 ml of N sodium hydroxide and sufficient water to effect solution. Ammonium chloride (10 g) is added, the resulting precipitate is collected, and is washed three times with ethanol and three times with ether to yield 2-(2-pyrimidyl)-pyrazolo[... Yields the product N1=C(N=CC=C1)N1N=C2C(=CNC=3C=CC=CC23)C1=O (2-(2-pyrimidyl)-pyrazolo[4,3-c]quinolin-3(5H)-one). As a reaction SMILES: Cl[C:2]1[C:11]2[C:6](=[CH:7][CH:8]=[CH:9][CH:10]=2)[N:5]=[CH:4][C:3]=1[C:12]([O:14]CC)=O.[NH:17]([C:19]1[N:24]=[CH:23][CH:22]=[CH:21][N:20]=1)[NH2:18]>C(O)C>[N:20]1[CH:21]=[CH:22][CH:23]=[N:24][C:19]=1[N:17]1[C:12](=[O:14])[C:3]2=[CH:4][NH:5][C:6]3[CH:7]=[CH:8][CH:9]=[CH:10][C:11]=3[C:2]2=[N:18]1. Starting materials: ClC1=C(C=NC2=CC=CC=C12)C(=O)OCC (ethyl 4-chloroquinoline-3-carboxylate), N(N)C1=NC=CC=N1 (2-hydrazinopyrimidine). The reactants are ClCCl, Cc1cc(C(N)=O)ncc1C(Sc1ccc(F)cc1)c1cc(F)ccc1F, O=C(OO)c1cccc(Cl)c1. Product: Cc1cc(C(N)=O)ncc1C(c1cc(F)ccc1F)S(=O)c1ccc(F)cc1. Reaction SMILES: [CH2:39]([Cl:40])[Cl:41].[F:1][c:2]1[c:3]([CH:9]([c:10]2[c:11]([CH3:19])[cH:12][c:13]([C:16](=[O:17])[NH2:18])[n:14][cH:15]2)[S:20][c:21]2[cH:22][cH:23][c:24]([F:27])[cH:25][cH:26]2)[cH:4][c:5]([F:8])[cH:6][cH:7]1.[OH:28][O:29][C:30]([c:31]1[cH:32][c:33]([Cl:34])[cH:35][cH:36][cH:37]1)=[O:38]>>[F:1][c:2]1[c:3]([CH:9]([c:10]2[c:11]([CH3:19])[cH:12][c:13]([C:16](=[O:17])[NH2:18])[n:14][cH:15]2)[S:20]([c:21]2[cH:22][cH:23][c:24]([F:27])[cH:25][cH:26]2)=[O:28])[cH:4][c:5]([F:8])[cH:6][cH:7]1. Reactants: OC(CC(=O)OC(C)(C)C)C=C (tert-butyl 3-hydroxypent-4-enoate), C(C)(C)C(=CCB([O-])[O-])C(C)C (diisopropylallylboronate). The reagents and catalysts are Cl[Ru](Cl)([P](C1CCCCC1)(C2CCCCC2)C3CCCCC3)([P](C4CCCCC4)(C5CCCCC5)C6CCCCC6)=CC7=CC=CC=C7 (Grubbs' first generation). The solvent is C(Cl)Cl (DCM). Run at temperature 65 celsius. Product: OB1OC(C=CC1)CC(=O)OC(C)(C)C (tert-butyl 2-(2-hydroxy-3,6-dihydro-2H-1,2-oxaborinin-6-yl)acetate). Yield: 92.7%. Reaction SMILES: [OH:1][CH:2]([CH:11]=[CH2:12])[CH2:3][C:4]([O:6][C:7]([CH3:10])([CH3:9])[CH3:8])=[O:5].C(C(C(C)C)=C[CH2:18][B:19]([O-])[O-:20])(C)C>C(Cl)Cl.Cl[Ru](=CC1C=CC=CC=1)([P](C1CCCCC1)(C1CCCCC1)C1CCCCC1)([P](C1CCCCC1)(C1CCCCC1)C1CCCCC1)Cl>[OH:20][B:19]1[CH2:18][CH:12]=[CH:11][CH:2]([CH2:3][C:4]([O:6][C:7]([CH3:8])([CH3:10])[CH3:9])=[O:5])[O:1]1 |^1:36,55|. Procedure details: To a solution of tert-butyl 3-hydroxypent-4-enoate, XLVI (674 mg, 3.92 mmol) in DCM (15 mL) was added diisopropylallylboronate XLV (2 g, 11.76 mmol) via syringe. To the mixture was then added Grubbs' first generation catalyst (260 mg, 0.31 mmol, 7.5 mol %) and the vessel was purged with argon. The reaction was heated at 65° C. under nitrogen for 18 h. The mixture was concentrated under vacuum and the residue was purified by flash column chromatography (100% hexane→30% EtOAc/hexane) to afford ter... RXN SMILES: [Cl:1][C:2]1[C:10]([Cl:11])=[C:9]2[C:5]([CH2:6][C:7]([CH2:16][CH2:17][C:18](=[O:20])[CH3:19])([CH2:13][CH2:14][CH3:15])[C:8]2=O)=[CH:4][C:3]=1[CH2:21][CH2:22][C:23]([OH:25])=[O:24].O.[OH-].[Na+].Cl>CO>[Cl:11][C:10]1[C:2]([Cl:1])=[C:3]([CH2:21][CH2:22][C:23]([OH:25])=[O:24])[CH:4]=[C:5]2[C:9]=1[C:8]1[C:7]([CH2:13][CH2:14][CH3:15])([CH2:6]2)[CH2:16][CH2:17][C:18](=[O:20])[CH:19]=1 |f:2.3|. Product: ClC1=C2C3=CC(CCC3(CC2=CC(=C1Cl)CCC(=O)O)CCC)=O (3-(5,6-Dichloro-2,3,9,9a-tetrahydro-3-oxo-9a-propyl-1H-fluoren-7-yl)propionic acid). Procedure details: 3-[6,7-Dichloro-2,3-dihydro-1-oxo-2-(3-oxobutyl)-2-propyl-inden-5-yl]propionic acid (3.1 g, 0.00805 mole) was stirred at 25° C. in a mixture of methanol (2 ml), water (6 ml) and 1N sodium hydroxide (25 ml) for 96 hours. After dilution with water, the mixture was acidified with hydrochloric acid and extracted with a mixture of diethyl ether and tetrahydrofuran. The organic extracts were washed with water, dried over MgSO4 and concentrated under vacuum. The residue was recrystallized from acetic a... Reactants: ClC1=C(C=C2CC(C(C2=C1Cl)=O)(CCC)CCC(C)=O)CCC(=O)O (3-[6,7-Dichloro-2,3-dihydro-1-oxo-2-(3-oxobutyl)-2-propyl-inden-5-yl]propionic acid), O (water), [OH-].[Na+] (sodium hydroxide), O (water), Cl (hydrochloric acid). Run in CO (methanol). Starting materials: CS(=O)(=O)OS(=O)(=O)C (Methanesulphonic acid anhydride), N1(CCCC1)CCCOC1=CC=C(C=C1)C1(CCCCC1)CN1CCNCC1 (1-({1-[4-(3-pyrrolidin-1-ylpropoxy)phenyl]cyclohexyl}methyl) piperazine), N1=CC=CC=C1 (pyridine). Run in ClCCl (dichloromethane). Reaction conditions: temperature 0 celsius, time 10 minute. The product is CS(=O)(=O)N1CCN(CC1)CC1(CCCCC1)C1=CC=C(C=C1)OCCCN1CCCC1 (1-(methylsulfonyl)-4-({1-[4-(3-pyrrolidin-1-ylpropoxy)phenyl]cyclohexyl}methyl)piperazine). The yield is 57.2%. RXN SMILES: [CH3:1][S:2]([O:5]S(C)(=O)=O)(=O)=[O:3].[N:10]1([CH2:15][CH2:16][CH2:17][O:18][C:19]2[CH:24]=[CH:23][C:22]([C:25]3([CH2:31][N:32]4[CH2:37][CH2:36][NH:35][CH2:34][CH2:33]4)[CH2:30][CH2:29][CH2:28][CH2:27][CH2:26]3)=[CH:21][CH:20]=2)[CH2:14][CH2:13][CH2:12][CH2:11]1.N1C=CC=CC=1>ClCCl>[CH3:1][S:2]([N:35]1[CH2:36][CH2:37][N:32]([CH2:31][C:25]2([C:22]3[CH:21]=[CH:20][C:19]([O:18][CH2:17][CH2:16][CH2:15][N:10]4[CH2:11][CH2:12][CH2:13][CH2:14]4)=[CH:24][CH:23]=3)[CH2:26][CH2:27][CH2:28][CH2:29][CH2:30]2)[CH2:33][CH2:34]1)(=[O:5])=[O:3]. Procedure details: Methanesulphonic acid anhydride (49 mg, 0.28 mmol) was added at 0° C. to a solution of 1-({1-[4-(3-pyrrolidin-1-ylpropoxy)phenyl]cyclohexyl}methyl) piperazine (90 mg, 0.23 mmol) and pyridine (47 μl, 0.58 mmol) in dichloromethane (1 ml). The reaction was stirred at 0° C. for 10 minutes, then allowed to warm up to room temperature and stirred for 18 hours. The reaction mixture was concentrated under reduced pressure and partitioned between dichloromethane (20 ml) and aqueous sodium carbonate (20 m... Reactants: CC1CC2(CC3CCC4C5CCC(O)C5(C)CCC4C13C)OCCO2, CC(=O)[O-], ClCCl, [Na+], O=[Cr](=O)([O-])Cl, c1cc[nH+]cc1. The product is CC1CC2(CC3CCC4C5CCC(=O)C5(C)CCC4C13C)OCCO2. RXN SMILES: [CH2:1]1[O:2][C:3]2([CH2:4][CH:5]3[CH2:6][CH2:7][CH:8]4[CH:9]5[CH2:10][CH2:11][CH:12]([OH:23])[C:13]5([CH3:14])[CH2:15][CH2:16][CH:17]4[C:18]3([CH3:22])[CH:19]([CH3:21])[CH2:20]2)[O:24][CH2:25]1.[CH3:38][C:39](=[O:40])[O-:41].[Cl:42][CH2:43][Cl:44].[Na+:37].[O:26]=[Cr:27]([Cl:28])([O-:29])=[O:30].[nH+:31]1[cH:32][cH:33][cH:34][cH:35][cH:36]1>>[CH2:1]1[O:2][C:3]2([CH2:4][CH:5]3[CH2:6][CH2:7][CH:8]4[CH:9]5[CH2:10][CH2:11][C:12](=[O:23])[C:13]5([CH3:14])[CH2:15][CH2:16][CH:17]4[C:18]3([CH3:22])[CH:19]([CH3:21])[CH2:20]2)[O:24][CH2:25]1.